describe an organic reaction: reactants, conditions, products, and yield From a dataset of the Open Reaction Database (ORD), a public repository of structured organic reaction records. The reactants are C(C(C)(C)C)(=O)OC(C)I (1-pivaloyloxyethyl iodide), NC=1SC=C(N1)/C(/C(=O)NC1[C@@H]2N(C(=C(CS2)\C=C/C)C(=O)O)C1=O)=N/O (7-[(Z)-2-(2-aminothiazol-4-yl)-2-hydroxyiminoacetamido]-3-[(Z)-1-propenyl]-3-cephem-4-carboxylic acid), C(=O)([O-])[O-].[K+].[K+] (K2CO3), C1COCCOCCOCCOCCOCCO1 (18-crown-6). Run in CN(C)C=O (DMF), C(C)(=O)OCC (ethyl acetate). Run at time 45 minute. Product: NC=1SC=C(N1)/C(/C(=O)NC1[C@@H]2N(C(=C(CS2)\C=C/C)C(=O)OC(C)OC(C(C)(C)C)=O)C1=O)=N/O (1-(Pivaloyloxy)ethyl 7-[(Z)-2-(2-Aminothiazol-4-yl)-2-(hydroxyimino)acetamido]-3-[(Z)-1-propenyl]-3-cephem-4-carboxylate). The yield is 22.0%. Reaction SMILES: [NH2:1][C:2]1[S:3][CH:4]=[C:5](/[C:7](=[N:26]/[OH:27])/[C:8]([NH:10][CH:11]2[C:24](=[O:25])[N:13]3[C:14]([C:21]([OH:23])=[O:22])=[C:15](/[CH:18]=[CH:19]\[CH3:20])[CH2:16][S:17][C@H:12]23)=[O:9])[N:6]=1.C([O-])([O-])=O.[K+].[K+].C1OCCOCCOCCOCCOCCOC1.[C:52]([O:58][CH:59](I)[CH3:60])(=[O:57])[C:53]([CH3:56])([CH3:55])[CH3:54]>CN(C=O)C.C(OCC)(=O)C>[NH2:1][C:2]1[S:3][CH:4]=[C:5](/[C:7](=[N:26]/[OH:27])/[C:8]([NH:10][CH:11]2[C:24](=[O:25])[N:13]3[C:14]([C:21]([O:23][CH:59]([O:58][C:52](=[O:57])[C:53]([CH3:56])([CH3:55])[CH3:54])[CH3:60])=[O:22])=[C:15](/[CH:18]=[CH:19]\[CH3:20])[CH2:16][S:17][C@H:12]23)=[O:9])[N:6]=1 |f:1.2.3|. Procedure details: To a mixture of 7-[(Z)-2-(2-aminothiazol-4-yl)-2-hydroxyiminoacetamido]-3-[(Z)-1-propenyl]-3-cephem-4-carboxylic acid (250 mg, 0.61 mmol), K2CO3 (124 mg, 0.90 mmol) and 18-crown-6 (24 mg) in DMF (2.5 ml) was added 1-pivaloyloxyethyl iodide (461 mg, 1.8 mmol) at 5° C. and the mixture was stirred for 45 min at the same temperature. The mixture was diluted with ethyl acetate, washed with water and evaporated under reduced pressure. The residue was chromatographed on a column of silica gel (10 g) an... Starting materials: O=C([O-])O, CC1=NN(c2ccc3c(c2)C(C)CC3)C(=O)C1, CCO, Cl, Cl, O=N[O-], Cc1cc(N)c(O)c(-c2cccc(C(=O)O)c2)c1, [Na+], [Na+]. Product: CC1=NN(c2ccc3c(c2)C(C)CC3)C(=O)C1=NNc1cc(C)cc(-c2cccc(C(=O)O)c2)c1O. Reaction SMILES: [C:41](=[O:42])([OH:43])[O-:44].[CH3:24][C:25]1=[N:29][N:28]([c:30]2[cH:31][c:32]3[c:36]([cH:37][cH:38]2)[CH2:35][CH2:34][CH:33]3[CH3:39])[C:27](=[O:40])[CH2:26]1.[CH3:47][CH2:48][OH:49].[ClH:1].[ClH:46].[N:20]([O-:21])=[O:22].[NH2:2][c:3]1[c:4]([OH:19])[c:5](-[c:10]2[cH:11][c:12]([C:16](=[O:17])[OH:18])[cH:13][cH:14][cH:15]2)[cH:6][c:7]([CH3:9])[cH:8]1.[Na+:23].[Na+:45]>>[NH:2]([c:3]1[c:4]([OH:19])[c:5](-[c:10]2[cH:11][c:12]([C:16](=[O:17])[OH:18])[cH:13][cH:14][cH:15]2)[cH:6][c:7]([CH3:9])[cH:8]1)[N:20]=[C:26]1[C:25]([CH3:24])=[N:29][N:28]([c:30]2[cH:31][c:32]3[c:36]([cH:37][cH:38]2)[CH2:35][CH2:34][CH:33]3[CH3:39])[C:27]1=[O:40]. Product: CC(C)(C)SC(=O)CC(O)CC(O)c1ccccc1. As a reaction SMILES: [C:20]([BH3-:21])#[N:22].[CH3:24][CH:25]([CH3:26])[O-:27].[CH3:28][CH:29]([CH3:30])[O-:31].[CH3:32][CH:33]([CH3:34])[O-:35].[Cl-:36].[Na+:23].[Ti+4:37].[c:1]1([CH:7]([CH2:8][C:9]([CH2:10][C:11]([S:12][C:13]([CH3:14])([CH3:15])[CH3:16])=[O:17])=[O:18])[OH:19])[cH:2][cH:3][cH:4][cH:5][cH:6]1>>[c:1]1([CH:7]([CH2:8][CH:9]([CH2:10][C:11]([S:12][C:13]([CH3:14])([CH3:15])[CH3:16])=[O:17])[OH:18])[OH:19])[cH:2][cH:3][cH:4][cH:5][cH:6]1. The reactants are [BH3-]C#N, CC(C)[O-], CC(C)[O-], CC(C)[O-], [Cl-], [Na+], [Ti+4], CC(C)(C)SC(=O)CC(=O)CC(O)c1ccccc1.